From a dataset of the Open Reaction Database (ORD), a public repository of structured organic reaction records. describe an organic reaction: reactants, conditions, products, and yield The reactants are [OH-].[K+] (potassium hydroxide), C(C(=O)O)(=O)O.C1N(CC2C1CCC2)CCCCNC2=CC=C(C#N)C=C2 (4-[(4-Hexahydrocyclopenta[c]pyrrol-2(1H)-ylbutyl)amino]benzonitrile oxalate), alcohol. Solvent: O (water), C(C)O (ethanol). The product is C(C(=O)O)(=O)O.C1N(CC2C1CCC2)CCCCNC2=CC=C(C(=O)N)C=C2 (4-[(4-Hexahydrocyclopenta[c]pyrrol-2(1H)-ylbutyl)amino]-benzamide oxalate). RXN SMILES: [C:1]([OH:6])(=[O:5])[C:2]([OH:4])=[O:3].[CH2:7]1[CH:11]2[CH2:12][CH2:13][CH2:14][CH:10]2[CH2:9][N:8]1[CH2:15][CH2:16][CH2:17][CH2:18][NH:19][C:20]1[CH:27]=[CH:26][C:23]([C:24]#[N:25])=[CH:22][CH:21]=1.[OH-:28].[K+]>C(O)C.O>[C:1]([OH:6])(=[O:5])[C:2]([OH:4])=[O:3].[CH2:9]1[CH:10]2[CH2:14][CH2:13][CH2:12][CH:11]2[CH2:7][N:8]1[CH2:15][CH2:16][CH2:17][CH2:18][NH:19][C:20]1[CH:27]=[CH:26][C:23]([C:24]([NH2:25])=[O:28])=[CH:22][CH:21]=1 |f:0.1,2.3,6.7|. Procedure details: 436 mg of the compound of Example 18 are dissolved in 4 ml of ethanol. 86 mg of potassium hydroxide (1 eq.) are dissolved in 1.5 ml of water before being added to the alcohol solution. The mixture is heated at reflux for 1.5 hours and then evaporated to dryness. The residue is taken up in dichloromethane. The resulting solution is washed with water, dried over magnesium sulphate and then concentrated in vacuo. The product is crystallised in oxalate form.